This data is from the Open Reaction Database (ORD), a public repository of structured organic reaction records. The task is: describe an organic reaction: reactants, conditions, products, and yield Reactants: [Cl-], CCc1cccc(C(=O)O)c1O, c1ccccc1. Yields the product CCc1cccc(C(=O)c2ccccc2)c1O. RXN SMILES: [Cl-:7].[OH:8][c:9]1[c:10]([C:11](=[O:12])[OH:13])[cH:14][cH:15][cH:16][c:17]1[CH2:18][CH3:19].[cH:1]1[cH:2][cH:3][cH:4][cH:5][cH:6]1>>[c:1]1([C:11]([c:10]2[c:9]([OH:8])[c:17]([CH2:18][CH3:19])[cH:16][cH:15][cH:14]2)=[O:13])[cH:2][cH:3][cH:4][cH:5][cH:6]1. The reactants are ClC=1C2=CC=CC=3NS(C(C32)=CC1)(=O)=O (6-chloronaphtho[l,8-cd]isothiazole 1,1-dioxide), ClCCCN1CCN(CC1)C1=CC=C(C=C1)F (1-(3-chloropropyl)-4-(4-fluorophenyl)piperazine), [H-].[Na+] (sodium hydride). Solvent: CN(C=O)C (dimethylformamide). Run at temperature 90 celsius. Yields the product ClC=1C2=CC=CC=3N(S(C(C32)=CC1)(=O)=O)CCCN1CCN(CC1)C1=CC=C(C=C1)F (6-Chloro-2-{3-[4-(4-fluorophenyl)-l-piperazinyl]propyl}naphtho[1,8-cd]isothiazole 1,1-dioxide). Reaction SMILES: [Cl:1][C:2]1[C:3]2[C:11]3[C:10](=[CH:12][CH:13]=1)[S:9](=[O:15])(=[O:14])[NH:8][C:7]=3[CH:6]=[CH:5][CH:4]=2.Cl[CH2:17][CH2:18][CH2:19][N:20]1[CH2:25][CH2:24][N:23]([C:26]2[CH:31]=[CH:30][C:29]([F:32])=[CH:28][CH:27]=2)[CH2:22][CH2:21]1.[H-].[Na+]>CN(C)C=O>[Cl:1][C:2]1[C:3]2[C:11]3[C:10](=[CH:12][CH:13]=1)[S:9](=[O:15])(=[O:14])[N:8]([CH2:17][CH2:18][CH2:19][N:20]1[CH2:25][CH2:24][N:23]([C:26]4[CH:31]=[CH:30][C:29]([F:32])=[CH:28][CH:27]=4)[CH2:22][CH2:21]1)[C:7]=3[CH:6]=[CH:5][CH:4]=2 |f:2.3|. Reported procedure: The experiment is carried out as in Example 18, starting with 6-chloronaphtho[l,8-cd]isothiazole 1,1-dioxide (1.4 g), 1-(3-chloropropyl)-4-(4-fluorophenyl)piperazine (1.5 g), sodium hydride (0.18 g) in an 80% dispersion in vaseline oil and dimethylformamide (15 cc). The reaction mixture is heated for 1 hour 30 minutes at 90° C., cooled to a temperature of about 20° C. and then concentrated to dryness at 60° C. under reduced pressure (0.5 mm Hg; 0.07 kPa). The residue is redissolved in dichlorome... The product is COC(=O)c1cc(S(N)(=O)=O)ccc1Cl. Starting materials: CC(=O)O, Cl, O=N[O-], COC(=O)c1cc(N)ccc1Cl, [Na+], O=S=O. As a reaction SMILES: [CH3:21][C:22](=[O:23])[OH:24].[ClH:20].[N:13]([O-:14])=[O:15].[NH2:1][c:2]1[cH:3][cH:4][c:5]([Cl:12])[c:6]([C:7](=[O:8])[O:9][CH3:10])[cH:11]1.[Na+:16].[O:17]=[S:18]=[O:19]>>[c:2]1([S:18]([NH2:13])(=[O:17])=[O:19])[cH:3][cH:4][c:5]([Cl:12])[c:6]([C:7](=[O:8])[O:9][CH3:10])[cH:11]1. Reactants: [OH-].[Na+] (NaOH), [N+](=O)([O-])C1=C(C=CC=C1)C(C(=O)O)=CC1=CC=C(C=C1)Br (α-(2-nitrophenyl)-p-bromocinnamic acid), [OH-].[Na+] (NaOH), FeSO4.7H2O. Solvent: O (water). Reaction conditions: temperature 80 celsius. Yields the product NC1=C(C=CC=C1)C(C(=O)[O-])=CC1=CC=C(C=C1)Br.[Na+] (Sodium α-(o-aminophenyl)-p-bromocinnamate). As a reaction SMILES: [N+:1]([C:4]1[CH:9]=[CH:8][CH:7]=[CH:6][C:5]=1[C:10](=[CH:14][C:15]1[CH:20]=[CH:19][C:18]([Br:21])=[CH:17][CH:16]=1)[C:11]([OH:13])=[O:12])([O-])=O.[OH-].[Na+:23]>O>[NH2:1][C:4]1[CH:9]=[CH:8][CH:7]=[CH:6][C:5]=1[C:10](=[CH:14][C:15]1[CH:16]=[CH:17][C:18]([Br:21])=[CH:19][CH:20]=1)[C:11]([O-:13])=[O:12].[Na+:23] |f:1.2,4.5|. Reported procedure: To a mixture of FeSO4.7H2O (163 g, 0.586 mol) in 180 ml of water was added 720 ml of 2.5N NaOH and the mixture was stirred and heated at 80° C. A solution of cinnamic acid derivative 1 (20.40 g, 0.05859 mol) in 180 ml of 0.5N NaOH was added dropwise. After the addition was complete, the temperature was increased to 100° C. and maintained for 30 min. The mixture was filtered while hot, and the filtrate was allowed to cool gradually to room temperature. The resulting solid was isolated by filtrati... Starting materials: CO, Cl, Cl, NO, [Na+], [OH-], O, C=CCN1CCC23c4c5ccc(O)c4OC2C(=O)CCC3(O)C1C5. Product: C=CCN1CCC23c4c5ccc(O)c4OC2C(=NO)CCC3(O)C1C5. As a reaction SMILES: [CH3:32][OH:33].[ClH:25].[ClH:26].[NH2:27][OH:28].[Na+:30].[OH-:29].[OH2:31].[OH:1][c:2]1[cH:3][cH:4][c:5]2[c:15]3[c:14]1[O:13][CH:12]1[C:11]34[CH2:10][CH2:9][N:8]([CH2:22][CH:23]=[CH2:24])[CH:7]([CH2:6]2)[C:20]4([OH:21])[CH2:19][CH2:18][C:16]1=[O:17]>>[OH:1][c:2]1[cH:3][cH:4][c:5]2[c:15]3[c:14]1[O:13][CH:12]1[C:11]34[CH2:10][CH2:9][N:8]([CH2:22][CH:23]=[CH2:24])[CH:7]([CH2:6]2)[C:20]4([OH:21])[CH2:19][CH2:18][C:16]1=[N:27][OH:28].